Dataset: the Open Reaction Database (ORD), a public repository of structured organic reaction records. Task: describe an organic reaction: reactants, conditions, products, and yield The reactants are FC=1C=C2C=C(N=CC2=CC1)NC(OC[C@H](CC(COP(=O)(OC)OC)O)N(C(=O)NCC1=C(C(=CC=C1)F)Cl)C)=O ((2S)-2-(3-(2-chloro-3-fluorobenzyl)-1-methylureido)-5-(dimethoxyphosphoryloxy)-4-hydroxypentyl 6-fluoroisoquinolin-3-ylcarbamate), [Si](C)(C)(C)I (TMSI). Solvent: C(C)#N (acetonitrile). Run at time 10 minute. Product: FC=1C=C2C=C(N=CC2=CC1)NC(OC[C@H](CC(COP(=O)(O)O)O)N(C(=O)NCC1=C(C(=CC=C1)F)Cl)C)=O ((2S)-2-(3-(2-chloro-3-fluorobenzyl)-1-methylureido)-4-hydroxy-5-(phosphonooxy)pentyl 6-fluoroisoquinolin-3-ylcarbamate). Reaction SMILES: [F:1][C:2]1[CH:3]=[C:4]2[C:9](=[CH:10][CH:11]=1)[CH:8]=[N:7][C:6]([NH:12][C:13](=[O:42])[O:14][CH2:15][C@@H:16]([N:28]([CH3:41])[C:29]([NH:31][CH2:32][C:33]1[CH:38]=[CH:37][CH:36]=[C:35]([F:39])[C:34]=1[Cl:40])=[O:30])[CH2:17][CH:18]([OH:27])[CH2:19][O:20][P:21]([O:25]C)([O:23]C)=[O:22])=[CH:5]2.[Si](I)(C)(C)C>C(#N)C>[F:1][C:2]1[CH:3]=[C:4]2[C:9](=[CH:10][CH:11]=1)[CH:8]=[N:7][C:6]([NH:12][C:13](=[O:42])[O:14][CH2:15][C@@H:16]([N:28]([CH3:41])[C:29]([NH:31][CH2:32][C:33]1[CH:38]=[CH:37][CH:36]=[C:35]([F:39])[C:34]=1[Cl:40])=[O:30])[CH2:17][CH:18]([OH:27])[CH2:19][O:20][P:21]([OH:23])([OH:25])=[O:22])=[CH:5]2. Procedure: To a solution of (2S)-2-(3-(2-chloro-3-fluorobenzyl)-1-methylureido)-5-(dimethoxyphosphoryloxy)-4-hydroxypentyl 6-fluoroisoquinolin-3-ylcarbamate (0.15 g, 0.238 mmol, 1.0 equiv.) in acetonitrile (2 mL) was added TMSI (0.162 mL, 1.19 mmol, 5.0 equiv.) at RT After stirred at RT for 10 min, the reaction was quenched with MeOH. The solvent was removed, and the resulting residue was purified on RP-HPLC using a mixture of acetonitrile and H2O (0.1% TFA buffer) to give the desired product. The product ... Starting materials: COC(=O)C1(C(C)=O)CCCCC1, ClCCl, ClP(Cl)(Cl)(Cl)Cl. Yields the product C=C(Cl)C1(C(=O)OC)CCCCC1. Reaction SMILES: [C:1]([CH3:2])(=[O:3])[C:4]1([C:10](=[O:11])[O:12][CH3:13])[CH2:5][CH2:6][CH2:7][CH2:8][CH2:9]1.[CH2:20]([Cl:21])[Cl:22].[Cl:14][P:15]([Cl:16])([Cl:17])([Cl:18])[Cl:19]>>[C:1](=[CH2:2])([C:4]1([C:10](=[O:11])[O:12][CH3:13])[CH2:5][CH2:6][CH2:7][CH2:8][CH2:9]1)[Cl:14]. Starting materials: Cl (hydrochloric acid), C(C)OP(OCC)Cl (Diethylchlorophosphite), C(C)OCC (diethyl ether), O (water), C(C1=CC=CC=C1)[Mg]Cl (Benzylmagnesium chloride). Conditions: time 1 hour. The product is CP(OCC1=CC=CC=C1)=O (methyl O-benzylphosphinic acid). Isolated yield 32.0%. RXN SMILES: C([O:3][P:4](Cl)[O:5][CH2:6][CH3:7])C.C([Mg]Cl)[C:10]1[CH:15]=[CH:14]C=[CH:12][CH:11]=1.O.Cl.[CH2:20](OCC)C>>[CH3:20][PH:4](=[O:3])[O:5][CH2:6][C:7]1[CH:14]=[CH:15][CH:10]=[CH:11][CH:12]=1. Reported procedure: Diethylchlorophosphite (25 g, 0.16 mol) in 100 mL of dry diethyl ether was cooled to 0° C. under an atmosphere of nitrogen. Benzylmagnesium chloride (80 mL, 0.16 mol, 2.0 M solution in Et2O) was added dropwise over two hours while maintaining a temperature below 10° C. A thick white slurry formed and stirring was continued at room temperature for 1 hour. The mixture was filtered under a nitrogen atmosphere and the filtrate evaporated under reduced pressure to give a clear and colorless liquid. T... The reactants are N#N, O=[Mn]=O, CC(O)c1ncc(Cn2ncc(NC(=O)c3ncoc3-c3ccccc3)n2)o1. Yields the product CC(=O)c1ncc(Cn2ncc(NC(=O)c3ncoc3-c3ccccc3)n2)o1. RXN SMILES: [N:1]#[N:2].[O:31]=[Mn:32]=[O:33].[OH:3][CH:4]([CH3:5])[c:6]1[o:7][c:8]([CH2:11][n:12]2[n:13][cH:14][c:15]([NH:17][C:18](=[O:19])[c:20]3[n:21][cH:22][o:23][c:24]3-[c:25]3[cH:26][cH:27][cH:28][cH:29][cH:30]3)[n:16]2)[cH:9][n:10]1>>[O:3]=[C:4]([CH3:5])[c:6]1[o:7][c:8]([CH2:11][n:12]2[n:13][cH:14][c:15]([NH:17][C:18](=[O:19])[c:20]3[n:21][cH:22][o:23][c:24]3-[c:25]3[cH:26][cH:27][cH:28][cH:29][cH:30]3)[n:16]2)[cH:9][n:10]1. Reaction SMILES: [C:1]([CH3:2])([CH3:3])([CH3:4])[O:5][C:6]([c:7]1[cH:8][cH:9][c:10]([CH2:13][N:14]2[S:15](=[O:35])[N:16]([CH3:34])[c:17]3[c:18]([cH:21][c:22]([C:25]#[C:26][CH2:27][c:28]4[cH:29][cH:30][cH:31][cH:32][cH:33]4)[cH:23][cH:24]3)[C:19]2=[O:20])[cH:11][cH:12]1)=[O:36].[CH2:44]([Cl:45])[Cl:46].[OH:37][C:38]([C:39]([F:40])([F:41])[F:42])=[O:43]>>[O:5]=[C:6]([c:7]1[cH:8][cH:9][c:10]([CH2:13][N:14]2[S:15](=[O:35])[N:16]([CH3:34])[c:17]3[c:18]([cH:21][c:22]([C:25]#[C:26][CH2:27][c:28]4[cH:29][cH:30][cH:31][cH:32][cH:33]4)[cH:23][cH:24]3)[C:19]2=[O:20])[cH:11][cH:12]1)[OH:36]. The product is CN1c2ccc(C#CCc3ccccc3)cc2C(=O)N(Cc2ccc(C(=O)O)cc2)S1=O. The reactants are CN1c2ccc(C#CCc3ccccc3)cc2C(=O)N(Cc2ccc(C(=O)OC(C)(C)C)cc2)S1=O, ClCCl, O=C(O)C(F)(F)F. Reactants: C(C1=CC=CC=C1)(=O)C1=C(C(=O)O)C=CC(=C1)Cl (2-benzoyl-4-chlorobenzoic acid), COC(C1=CC=C(C=C1)CNCC(C)O)=O (4-[(2-hydroxypropylamino)methyl]benzoic acid methyl ester), Cl.C(C)N=C=NCCCN(C)C (1-ethyl-3-(3-dimethylaminopropyl)carbodiimide hydrochloride), O.ON1N=NC2=C1C=CC=C2 (1-hydroxy-1H-benzotriazole monohydrate). Run in C1CCOC1 (THF), C(C)N(CC)CC (triethylamine), C(C)#N (acetonitrile). Run at time 12 hour. The product is COC(C1=CC=C(C=C1)CN(CC(C)O)C(C1=C(C=C(C=C1)Cl)C(C1=CC=CC=C1)=O)=O)=O (4-[[(2-benzoyl-4-chlorobenzoyl)(2-hydroxypropyl)amino]methyl]benzoic acid methyl ester). The yield is 53.5%. Reaction SMILES: [C:1]([C:9]1[CH:17]=[C:16]([Cl:18])[CH:15]=[CH:14][C:10]=1[C:11]([OH:13])=O)(=[O:8])[C:2]1[CH:7]=[CH:6][CH:5]=[CH:4][CH:3]=1.[CH3:19][O:20][C:21](=[O:34])[C:22]1[CH:27]=[CH:26][C:25]([CH2:28][NH:29][CH2:30][CH:31]([OH:33])[CH3:32])=[CH:24][CH:23]=1.Cl.C(N=C=NCCCN(C)C)C.O.ON1C2C=CC=CC=2N=N1>C1COCC1.C(N(CC)CC)C.C(#N)C>[CH3:19][O:20][C:21](=[O:34])[C:22]1[CH:23]=[CH:24][C:25]([CH2:28][N:29]([C:11](=[O:13])[C:10]2[CH:14]=[CH:15][C:16]([Cl:18])=[CH:17][C:9]=2[C:1](=[O:8])[C:2]2[CH:3]=[CH:4][CH:5]=[CH:6][CH:7]=2)[CH2:30][CH:31]([OH:33])[CH3:32])=[CH:26][CH:27]=1 |f:2.3,4.5|. Procedure details: [Step 1] To a solution (100 ml) of 2-benzoyl-4-chlorobenzoic acid (7.0 g) in THF were added 4-[(2-hydroxypropylamino)methyl]benzoic acid methyl ester (6.0 g), 1-ethyl-3-(3-dimethylaminopropyl)carbodiimide hydrochloride (7.7 g), 1-hydroxy-1H-benzotriazole monohydrate (4.1 g), acetonitrile (100 ml) and triethylamine (20 ml) at room temperature. The reaction mixture was stirred at room temperature for 12 hrs. and concentrated under reduced pressure. Saturated aqueous sodium hydrogen carbonate was a... Reactants: C(C)(C)N1N=C(C=2C(=CC(=CC12)C=1C=NC=CC1)C(=O)OC)C (methyl 1-isopropyl-3-methyl-6-(pyridin-3-yl)-1H-indazole-4-carboxylate), BrC=1C=C(C=2C(=NNC2C1)C=O)C(=O)OC (methyl 6-bromo-3-formyl-1H-indazole-4-carboxylate), O[Li].O (LiOH.H2O). Solvent: C1CCOC1 (THF), O (H2O). Conditions: temperature 80 celsius. The product is C(C)(C)N1N=C(C=2C(=CC(=CC12)C=1C=NC=CC1)C(=O)O)C (1-isopropyl-3-methyl-6-(pyridin-3-yl)-1H-indazole-4-carboxylic acid). As a reaction SMILES: [CH:1]([N:4]1[C:12]2[CH:11]=[C:10]([C:13]3[CH:14]=[N:15][CH:16]=[CH:17][CH:18]=3)[CH:9]=[C:8]([C:19]([O:21]C)=[O:20])[C:7]=2[C:6]([CH3:23])=[N:5]1)([CH3:3])[CH3:2].BrC1C=C(C(OC)=O)C2C(C=O)=NNC=2C=1.O[Li].O>C1COCC1.O>[CH:1]([N:4]1[C:12]2[CH:11]=[C:10]([C:13]3[CH:14]=[N:15][CH:16]=[CH:17][CH:18]=3)[CH:9]=[C:8]([C:19]([OH:21])=[O:20])[C:7]=2[C:6]([CH3:23])=[N:5]1)([CH3:3])[CH3:2] |f:2.3|. Procedure: To a stirred solution of methyl 1-isopropyl-3-methyl-6-(pyridin-3-yl)-1H-indazole-4-carboxylate, 1 (0.5 g, 1.618 mmol) in a mixture of THF and H2O (30 mL) was added LiOH.H2O (0.2 g, 4.85 mmol) and the mixture was refluxed at 80° C. for 8 h. THF was distilled off and the aqueous layer was adjusted to pH˜5 with 10% HCl at 0° C. and the precipitated solid was collected by filtration and dried to afford 1-isopropyl-3-methyl-6-(pyridin-3-yl)-1H-indazole-4-carboxylic acid as an off-white solid (0.51 g... Reactants: C(=O)(C(F)(F)F)O (TFA), OCC1=CC=C(C=N1)OC1CN(C1)C(=O)OC(C)(C)C (tert-Butyl 3-{[6-(hydroxymethyl)pyridin-3-yl]oxy}azetidine-1-carboxylate), [H-].[Na+] (sodium hydride), [OH-].[Na+] (NaOH), CI (Methyl iodide). Run in ClCCCl (DCE), C1CCOC1 (THF), C(Cl)(Cl)Cl (CHCl3), O (water), CCOC(=O)C (EtOAc). Conditions: temperature 0 celsius, time 30 minute. Yields the product N1CC(C1)OC=1C=CC(=NC1)COC (5-(azetidin-3-yloxy)-2-(methoxymethyl)pyridine). As a reaction SMILES: [OH:1][CH2:2][C:3]1[N:8]=[CH:7][C:6]([O:9][CH:10]2[CH2:13][N:12](C(OC(C)(C)C)=O)[CH2:11]2)=[CH:5][CH:4]=1.[H-].[Na+].CI.[C:25](O)(C(F)(F)F)=O.[OH-].[Na+]>C(Cl)(Cl)Cl.ClCCCl.O.CCOC(C)=O.C1COCC1>[NH:12]1[CH2:13][CH:10]([O:9][C:6]2[CH:5]=[CH:4][C:3]([CH2:2][O:1][CH3:25])=[N:8][CH:7]=2)[CH2:11]1 |f:1.2,5.6|. Procedure details: tert-Butyl 3-{[6-(hydroxymethyl)pyridin-3-yl]oxy}azetidine-1-carboxylate (198 mg) was mixed with THF (3 ml), and sodium hydride (55% suspended in oil) (50 mg) was added thereto at 0° C., followed by stirring at 0° C. for 30 minutes. Methyl iodide (0.4 ml) was added to the reaction mixture, followed by stirring at room temperature for 3 hours. EtOAc and water were added to the reaction mixture, and the organic layer was dried over Na2SO4, and concentrated under reduced pressure. The obtained resi... Starting materials: [H][H] (hydrogen), FC1=C(C=C(C(=C1)F)[N+](=O)[O-])O (2,4-Difluoro-5-nitrophenol), [H][H] (hydrogen). Reagents/catalysts: [Ni] (Raney nickel). Solvent: CO (methanol). Product: FC1=C(C=C(C(=C1)F)N)O (2,4-difluoro-5-aminophenol). Isolated yield 90.5%. RXN SMILES: [F:1][C:2]1[CH:7]=[C:6]([F:8])[C:5]([N+:9]([O-])=O)=[CH:4][C:3]=1[OH:12].[H][H]>CO.[Ni]>[F:1][C:2]1[CH:7]=[C:6]([F:8])[C:5]([NH2:9])=[CH:4][C:3]=1[OH:12]. Procedure: 24 g of 2,4-Difluoro-5-nitrophenol, dissolved in 120 ml of methanol, are subjected to hydrogenation at a hydrogen pressure of 20-40 bar at 25°-45° C. in the presence of 2 g of Raney nickel. When constant pressure is reached (i.e. when the take-up of hydrogen is complete), the pressure is released and the mixture is cooled, the solution is free from catalyst by filtration, and the methanol is subsequently removed by distillation at reduced pressure. 18 g (GC purity 97.5%) of 2,4-difluoro-5-aminop...